From a dataset of the Open Reaction Database (ORD), a public repository of structured organic reaction records. describe an organic reaction: reactants, conditions, products, and yield The reactants are C(C)OC(C1=CC=C(C=C1)CN(C(OC(C)(C)C)=O)C)OCC (tert-butyl N-[[4-(diethoxymethyl)phenyl]methyl]-N-methyl-carbamate), [O-]S(=O)(=O)[O-].[Na+].[Na+] (Na2SO4), 1-L, Cl.NO (Hydroxylamine hydrochloride). Run in CC1CCCO1 (2-MeTHF), CC(C)(C)OC (MTBE). Conditions: temperature 30 celsius, time 16 hour. Product: ON=CC1=CC=C(C=C1)CN(C(OC(C)(C)C)=O)C (tert-Butyl N-[[4-[hydroxyiminomethyl]phenyl]methyl]-N-methyl-carbamate). Isolated yield 89.3%. Reaction SMILES: C(O[CH:4](OCC)[C:5]1[CH:10]=[CH:9][C:8]([CH2:11][N:12]([CH3:20])[C:13](=[O:19])[O:14][C:15]([CH3:18])([CH3:17])[CH3:16])=[CH:7][CH:6]=1)C.[O-]S([O-])(=O)=O.[Na+].[Na+].Cl.[NH2:32][OH:33]>CC1OCCC1.CC(OC)(C)C>[OH:33][N:32]=[CH:4][C:5]1[CH:10]=[CH:9][C:8]([CH2:11][N:12]([CH3:20])[C:13](=[O:19])[O:14][C:15]([CH3:18])([CH3:17])[CH3:16])=[CH:7][CH:6]=1 |f:1.2.3,4.5|. Procedure details: A biphasic solution of tert-butyl N-[[4-(diethoxymethyl)phenyl]methyl]-N-methyl-carbamate (50.0 g, 154.6 mmol) in 2-MeTHF (400.0 mL) and Na2SO4 (100.0 mL of 10% w/v, 70.40 mmol) was stirred at 8-10° C. in a 1-L, glass-jacketed reactor. Hydroxylamine hydrochloride (46.38 mL of 5.0 M, 231.9 mmol) was added and the biphasic solution was stirred at 30° C. for 16 hours. The reaction was diluted with MTBE (200.0 mL) and the layers separated. The organic phase was washed with water (200.0 mL), dried (N... Starting materials: Cl.ClCC1=C2C=CC=NC2=C(C=C1)O (5-Chloromethyl-8-hydroxyquinoline hydrochloride), C[O-].[Na+] (sodium methoxide). The solvent is CO (MeOH). Conditions: time 4 hour. Yields the product COCC1=C2C=CC=NC2=C(C=C1)O (5-methoxymethyl-8-hydroxyquinoline). Reaction SMILES: Cl.Cl[CH2:3][C:4]1[CH:13]=[CH:12][C:11]([OH:14])=[C:10]2[C:5]=1[CH:6]=[CH:7][CH:8]=[N:9]2.[CH3:15][O-:16].[Na+]>CO>[CH3:15][O:16][CH2:3][C:4]1[CH:13]=[CH:12][C:11]([OH:14])=[C:10]2[C:5]=1[CH:6]=[CH:7][CH:8]=[N:9]2 |f:0.1,2.3|. Procedure: 5-Chloromethyl-8-hydroxyquinoline hydrochloride (2.145 g; 9.3 mmol) was added to a mixture of sodium methoxide (1.763 g; 32.6 mmol) in MeOH (40 ml). The reaction mixture was stirred for about 4 h at room temperature, and then evaporated to dryness. The residue was dissolved in CHCl3 (100 ml, the solution was washed with water until a neutral pH was obtained, and was then washed with brine, dried over Na2SO4 and evaporated to dryness. The residue was extracted with hexane (100 ml). The hexane sol... The product is CC(=O)c1ccc(OC(C)C)cc1. As a reaction SMILES: [C:11](=[O:12])([O-:13])[O-:14].[CH3:17][CH:18]([CH3:19])[I:20].[CH3:1][C:2](=[O:3])[c:4]1[cH:5][cH:6][c:7]([OH:8])[cH:9][cH:10]1.[CH3:21][C:22](=[O:23])[CH3:24].[K+:15].[K+:16]>>[CH3:1][C:2](=[O:3])[c:4]1[cH:5][cH:6][c:7]([O:8][CH:18]([CH3:17])[CH3:19])[cH:9][cH:10]1. The reactants are O=C([O-])[O-], CC(C)I, CC(=O)c1ccc(O)cc1, CC(C)=O, [K+], [K+]. The reactants are CSC=1C2=C(N=CN1)SC(=C2)C=NC (N-[4-(methylthio)thieno[2,3-d]pyrimidin-6-ylmethylidene]methanamine), CC1=CC=C(C=C1)S(=O)(=O)C([N+]#[C-])C1=CC=C(C=C1)Br ((4-bromophenyl)(isocyano)methyl 4-methylphenyl sulfone), CC1=CC=C(C=C1)S(=O)(=O)C([N+]#[C-])C1=CC=C(C=C1)Br ((4-bromophenyl)(isocyano)methyl 4-methylphenyl sulfone), CSC=1C2=C(N=CN1)SC(=C2)C=NC (N-[4-(methylthio)thieno[2,3-d]pyrimidin-6-ylmethylidene]methanamine), COC=1C=C(CN=CC2=CC3=C(N=CN=C3)S2)C=CC1OC (N-(3,4Dimethoxybenzyl)-N-[thieno[2,3-d]pyrimidin-6-ylmethylidene]amine), solid. Product: BrC1=CC=C(C=C1)C=1N=CN(C1C1=CC2=C(N=CN=C2SC)S1)C (6-[4-(4-Bromophenyl)-1-methyl-1H-imidazol-5-yl]-4-(methylthio)thieno[2,3-d]pyrimidine). RXN SMILES: [CH3:1][S:2][C:3]1[C:4]2[CH:11]=[C:10]([CH:12]=[N:13][CH3:14])[S:9][C:5]=2[N:6]=[CH:7][N:8]=1.COC1C=C(C=CC=1OC)CN=CC1SC2N=CN=CC=2C=1.CC1C=CC(S([CH:47]([C:50]2[CH:55]=[CH:54][C:53]([Br:56])=[CH:52][CH:51]=2)[N+:48]#[C-:49])(=O)=O)=CC=1>>[Br:56][C:53]1[CH:52]=[CH:51][C:50]([C:47]2[N:48]=[CH:49][N:13]([CH3:14])[C:12]=2[C:10]2[S:9][C:5]3[N:6]=[CH:7][N:8]=[C:3]([S:2][CH3:1])[C:4]=3[CH:11]=2)=[CH:55][CH:54]=1. Procedure: The title compound was prepared by a similar process to that described for Example 6 but using N-[4-(methylthio)thieno[2,3-d]pyrimidin-6-ylmethylidene]methanamine (Intermediate 16) in place of N-(3,4-Dimethoxybenzyl)-N-[thieno[2,3-d]pyrimidin-6-ylmethylidene]amine. (intermediate 14) and (4-bromophenyl)(isocyano)methyl 4-methylphenyl sulfone (Intermediate 66) in place of PhTosMIC. Pale yellow solid (1.7 g, 81%); Starting materials: CC(C)C(=O)Nc1cn(C(=O)OC(C)(C)C)c2ncc(Br)c(N3CCCC(NC(=O)OC(C)(C)C)C3)c12, Cc1ccccc1, OB(O)C1CC1, [K+], [K+], [K+], CC(=O)[O-], CC(=O)[O-], O=P([O-])([O-])[O-], [Pd+2]. Yields the product CC(C)C(=O)Nc1cn(C(=O)OC(C)(C)C)c2ncc(C3CC3)c(N3CCCC(NC(=O)OC(C)(C)C)C3)c12. RXN SMILES: [Br:1][c:2]1[c:3]([N:24]2[CH2:25][CH:26]([NH:30][C:31](=[O:32])[O:33][C:34]([CH3:35])([CH3:36])[CH3:37])[CH2:27][CH2:28][CH2:29]2)[c:4]2[c:5]([n:6][cH:7]1)[n:8]([C:17](=[O:18])[O:19][C:20]([CH3:21])([CH3:22])[CH3:23])[cH:9][c:10]2[NH:11][C:12]([CH:13]([CH3:14])[CH3:15])=[O:16].[CH3:61][c:62]1[cH:63][cH:64][cH:65][cH:66][cH:67]1.[CH:38]1([B:41]([OH:42])[OH:43])[CH2:39][CH2:40]1.[K+:49].[K+:50].[K+:51].[O-:53][C:54]([CH3:55])=[O:56].[O-:57][C:58]([CH3:59])=[O:60].[P:44]([O-:45])([O-:46])([O-:47])=[O:48].[Pd+2:52]>>[c:2]1([CH:38]2[CH2:39][CH2:40]2)[c:3]([N:24]2[CH2:25][CH:26]([NH:30][C:31](=[O:32])[O:33][C:34]([CH3:35])([CH3:36])[CH3:37])[CH2:27][CH2:28][CH2:29]2)[c:4]2[c:5]([n:6][cH:7]1)[n:8]([C:17](=[O:18])[O:19][C:20]([CH3:21])([CH3:22])[CH3:23])[cH:9][c:10]2[NH:11][C:12]([CH:13]([CH3:14])[CH3:15])=[O:16]. The reactants are Cl (Hydrogen chloride), solution, O1CCOCC1 (dioxane), C(CC)C(C(=O)O)CCC (2-propylpentanoic acid), [N+](=[N-])=C (diazomethane), C(C(=O)Cl)(=O)Cl (oxalyl chloride). The solvent is CN(C)C=O (DMF), ClCCl (dichloromethane). Conditions: temperature 0 celsius, time 18 hour. Yields the product ClCC(C(CCC)CCC)=O (1-Chloro-3-propyl-2-hexanone). Reaction SMILES: [CH2:1]([CH:4]([CH2:8][CH2:9][CH3:10])[C:5]([OH:7])=O)[CH2:2][CH3:3].C(Cl)(=O)[C:12]([Cl:14])=O.[N+](=C)=[N-].Cl.O1CCOCC1>ClCCl.CN(C=O)C>[Cl:14][CH2:12][C:5](=[O:7])[CH:4]([CH2:1][CH2:2][CH3:3])[CH2:8][CH2:9][CH3:10]. Procedure details: To 2-propylpentanoic acid (156.6 μl, 1.00 mmol) dissolved in anhydrous dichloromethane (2 mL) was added DMF (3 μL, 4 mole %), and the solution was cooled to 0° C. under a nitrogen atmosphere. To the solution was added oxalyl chloride (94.3 μL, 1.08 mmol) dropwise over a few minutes. The reaction was stirred 18 hours while warming to ambient temperature. The mixture was cooled to 0° C. and excess ~0.3M ethereal diazomethane solution was added. The reaction mixture was stirred 18 hours while warmi...